From a dataset of the Open Reaction Database (ORD), a public repository of structured organic reaction records. describe an organic reaction: reactants, conditions, products, and yield Yields the product ClC=CCN1CCC2(CC1)C1=CC=CC=C1OC=1C(=CC=CC12)O (1'-(3-chloro-prop-2-enyl)-4-hydroxyxanthene-9-spiro-4'-piperidine). Procedure: A mixture of 1'-(prop-2-ynyl)-4-methoxyxanthene-9-spiro-4'-piperidine hydrogen oxalate (1.3 g.) and pyridine hydrochloride prepared from pyridine (9 ml.) and concentrated hydrochloric acid (10 ml.) is heated at 200° C. for 10 minutes. The mixture is cooled and water (20 ml.) added. The solution is basified with dilute sodium carbonate solution and extracted with ether. The ether extract is washed with water, dried with MgSO4 and evaporated to dryness. The solid residue is recrystallised from eth... Reactants: C([O-])([O-])=O.[Na+].[Na+] (sodium carbonate), C(C(=O)O)(=O)O.C(C#C)N1CCC2(CC1)C1=CC=CC=C1OC=1C(=CC=CC12)OC (1'-(prop-2-ynyl)-4-methoxyxanthene-9-spiro-4'-piperidine hydrogen oxalate), Cl.N1=CC=CC=C1 (pyridine hydrochloride), Cl (hydrochloric acid). As a reaction SMILES: C(O)(=O)C(O)=O.[CH2:7]([N:10]1[CH2:15][CH2:14][C:13]2([C:28]3[CH:27]=[CH:26][CH:25]=[C:24]([O:29]C)[C:23]=3[O:22][C:21]3[C:16]2=[CH:17][CH:18]=[CH:19][CH:20]=3)[CH2:12][CH2:11]1)[C:8]#[CH:9].[ClH:31].N1C=CC=CC=1.Cl.C(=O)([O-])[O-].[Na+].[Na+]>O.N1C=CC=CC=1>[Cl:31][CH:9]=[CH:8][CH2:7][N:10]1[CH2:15][CH2:14][C:13]2([C:28]3[CH:27]=[CH:26][CH:25]=[C:24]([OH:29])[C:23]=3[O:22][C:21]3[C:16]2=[CH:17][CH:18]=[CH:19][CH:20]=3)[CH2:12][CH2:11]1 |f:0.1,2.3,5.6.7|. Run at temperature 200 celsius. The solvent is N1=CC=CC=C1 (pyridine), O (water).